describe an organic reaction: reactants, conditions, products, and yield From a dataset of the Open Reaction Database (ORD), a public repository of structured organic reaction records. Starting materials: O (water), C1(=CC=CC=C1)COC=1C=C2C=CNC2=CC1 (5-phenylmethoxyindole), NOS(=O)(=O)O (hydroxylamine-O-sulfonic acid), [OH-].[K+] (potassium hydroxide). Solvent: CN(C=O)C (dimethylformamide). Conditions: time 1 hour. Yields the product C1(=CC=CC=C1)COC=1C=C2C=CN(C2=CC1)N (5-Phenylmethoxy-1H-indole-1-amine). Yield: 133.1%. As a reaction SMILES: [C:1]1([CH2:7][O:8][C:9]2[CH:10]=[C:11]3[C:15](=[CH:16][CH:17]=2)[NH:14][CH:13]=[CH:12]3)[CH:6]=[CH:5][CH:4]=[CH:3][CH:2]=1.[OH-].[K+].[NH2:20]OS(O)(=O)=O.O>CN(C)C=O>[C:1]1([CH2:7][O:8][C:9]2[CH:10]=[C:11]3[C:15](=[CH:16][CH:17]=2)[N:14]([NH2:20])[CH:13]=[CH:12]3)[CH:2]=[CH:3][CH:4]=[CH:5][CH:6]=1 |f:1.2|. Procedure: To 5-phenylmethoxyindole (50 g) in 300 ml of dimethylformamide at ice bath temperature was added milled potassium hydroxide (62.72 g). Then hydroxylamine-O-sulfonic acid (32.93 g) was added portionwise, keeping the internal temperature below 20° C. After the addition was complete, the mixture was stirred for one hour, then poured into water and extracted with ethyl acetate. The organic layer was washed with water and dried (sat. NaCl, anhy. MgSO4). After filtration, the solvent was evaporated to... Reactants: BrCCCCCCON1C2C=CC(CC1=O)C2=O (N-(6-bromohexyloxy)-8-oxo-2-azabicyclo[3.2.1]oct-6-en-3-one), [N-]=[N+]=[N-].[Na+] (sodium azide). The solvent is O (water), CN(C)C=O (DMF). Run at temperature 65 celsius, time 8 hour. Yields the product N(=[N+]=[N-])CCCCCCON1C2C=CC(CC1=O)C2=O (N-(6-azidohexyloxy)-8-oxo-2-azabicyclo[3.2.1]oct-6-en-3-one). The yield is 86.9%. As a reaction SMILES: Br[CH2:2][CH2:3][CH2:4][CH2:5][CH2:6][CH2:7][O:8][N:9]1[C:15](=[O:16])[CH2:14][CH:13]2[C:17](=[O:18])[CH:10]1[CH:11]=[CH:12]2.[N-:19]=[N+:20]=[N-:21].[Na+]>CN(C=O)C.O>[N:19]([CH2:2][CH2:3][CH2:4][CH2:5][CH2:6][CH2:7][O:8][N:9]1[C:15](=[O:16])[CH2:14][CH:13]2[C:17](=[O:18])[CH:10]1[CH:11]=[CH:12]2)=[N+:20]=[N-:21] |f:1.2|. Procedure details: To a stirring solution of 3b (100 mg, 0.302 mmol) in DMF (10 mL) was added sodium azide (98 mg, 1.51 mmol). The solution was allowed to stir at 65° C. overnight. After cooling to room temperature, the solution was diluted with water (10 mL) and extracted with EtOAc (3×15 mL). The combined organic phase was dried over Na2SO4. The drying agent was removed by filtration and the solvent was removed under reduced pressure to afford 3c as a clear oil (73 mg, 83%). The oil was taken on without further ... The reactants are C(C)(C)(C)OC(CN(C1=C(C=CC=C1)CC(=O)OC)S(NC(=O)OC(C)(C)C)(=O)=O)=O (N-(t-butoxycarbonyl-sulfamoyl)-N-[2-(methoxycarbonyl-methyl)-phenyl]-glycine t-butyl ester). Solvent: C(=O)(C(F)(F)F)O (TFA), C(Cl)Cl (CH2Cl2). Conditions: time 30 minute. Product: S(N)(=O)(=O)N(CC(=O)O)C1=C(C=CC=C1)CC(=O)OC (N-sulfamoyl-N-[2-(methoxycarbonylmethyl)-phenyl]glycine). As a reaction SMILES: C([O:5][C:6](=[O:31])[CH2:7][N:8]([S:20](=[O:30])(=[O:29])[NH:21]C(OC(C)(C)C)=O)[C:9]1[CH:14]=[CH:13][CH:12]=[CH:11][C:10]=1[CH2:15][C:16]([O:18][CH3:19])=[O:17])(C)(C)C>C(O)(C(F)(F)F)=O.C(Cl)Cl>[S:20]([N:8]([C:9]1[CH:14]=[CH:13][CH:12]=[CH:11][C:10]=1[CH2:15][C:16]([O:18][CH3:19])=[O:17])[CH2:7][C:6]([OH:31])=[O:5])(=[O:30])(=[O:29])[NH2:21]. Reported procedure: The title D compound, N-(t-butoxycarbonyl-sulfamoyl)-N-[2-(methoxycarbonyl-methyl)-phenyl]-glycine t-butyl ester (1.87 g, 4.07 mmol) is dissolved in a mixture of TFA (35 mL) and CH2Cl2 (35 mL) and stirred for 30 min. The reaction is concentrated in vacuo, then triturated with diethyl ether to yield N-sulfamoyl-N-[2-(methoxycarbonylmethyl)-phenyl]glycine as a clear glass. Conditions: time 30 minute. Product: OC1=C2C(=NC=C1C(=O)OCC)SC=C2C (Ethyl 4-Hydroxy-3-methylthieno[2,3-b]pyridine-5-carboxylate). Reaction SMILES: C(OC(=O)[C:5]([C:17]([O:19][CH2:20][CH3:21])=[O:18])=[CH:6][NH:7][C:8]1[S:9][CH:10]=[C:11]([CH3:16])[C:12]=1[C:13]([OH:15])=O)C>C1(OC2C=CC=CC=2)C=CC=CC=1>[OH:15][C:13]1[C:5]([C:17]([O:19][CH2:20][CH3:21])=[O:18])=[CH:6][N:7]=[C:8]2[S:9][CH:10]=[C:11]([CH3:16])[C:12]=12. Solvent: C1(=CC=CC=C1)OC1=CC=CC=C1 (phenyl ether). The reactants are C(C)OC(C(=CNC=1SC=C(C1C(=O)O)C)C(=O)OCC)=O (2-((3-ethoxy-2-(ethoxycarbonyl)-3-oxoprop-1-enyl)amino)-4-methylthiophene-3-carboxylic acid). Reported procedure: In a flask equipped with a Dean-Stark trap, a mixture of 2-((3-ethoxy-2-(ethoxycarbonyl)-3-oxoprop-1-enyl)amino)-4-methylthiophene-3-carboxylic acid (Preparation 25, 4.58 g) and phenyl ether (50 mL) is degassed by freeze-pump-thaw method and then heated to reflux. After approximately 30 min, the reaction mixture is allowed to cool to room temperature. The crude mixture is purified by column chromatography (CH2Cl2; CH2Cl2/methanol, 100/1) to afford 1.95 g of the title compound as a yellow solid. ... Isolated yield 58.7%. Reactants: C(C)OC1(CCC(CC1)=O)C(=O)O (1-ethoxy-4-oxocyclohexanecarboxylic acid), C([O-])([O-])=O.[K+].[K+] (potassium carbonate), C(C1=CC=CC=C1)Br (benzyl bromide). The solvent is O (water), CN(C)C=O (DMF). Reaction conditions: temperature 60 celsius. The product is C(C)OC1(CCC(CC1)=O)C(=O)OCC1=CC=CC=C1 (benzyl 1-ethoxy-4-oxocyclohexanecarboxylate). Isolated yield 78.2%. Reaction SMILES: [CH2:1]([O:3][C:4]1([C:11]([OH:13])=[O:12])[CH2:9][CH2:8][C:7](=[O:10])[CH2:6][CH2:5]1)[CH3:2].C(=O)([O-])[O-].[K+].[K+].[CH2:20](Br)[C:21]1[CH:26]=[CH:25][CH:24]=[CH:23][CH:22]=1>CN(C=O)C.O>[CH2:1]([O:3][C:4]1([C:11]([O:13][CH2:20][C:21]2[CH:26]=[CH:25][CH:24]=[CH:23][CH:22]=2)=[O:12])[CH2:5][CH2:6][C:7](=[O:10])[CH2:8][CH2:9]1)[CH3:2] |f:1.2.3|. Reported procedure: To a solution of 1-ethoxy-4-oxocyclohexanecarboxylic acid (0.777 g, 4.17 mmol) in DMF (15 mL) was added potassium carbonate (1.153 g, 8.35 mmol) followed by benzyl bromide (0.546 mL, 4.59 mmol). The mixture was heated at 60° C. for 18 h, then cooled to rt. The mixture was diluted with water (30 mL) and extracted with ethyl acetate (2×30 mL). The organic layers were washed with water (3×30 mL), then with brine and dried over magnesium sulfate. The drying agent was removed by filtration and the fi... The reactants are N#CCl (cyanogen chloride), OC1CC(NC(C1)(C)C)(C)C (4-hydroxy-2,2,6,6-tetramethyl piperidine), [OH-].[Na+] (sodium hydroxide). The solvent is C(Cl)Cl (methylene chloride), O (water). The product is C(#N)N1C(CC(CC1(C)C)O)(C)C (1-cyano-4-hydroxy-2,2,6,6-tetramethyl piperidine). Reaction SMILES: [OH:1][CH:2]1[CH2:7][C:6]([CH3:9])([CH3:8])[NH:5][C:4]([CH3:11])([CH3:10])[CH2:3]1.[OH-].[Na+].[N:14]#[C:15]Cl>C(Cl)Cl.O>[C:15]([N:5]1[C:4]([CH3:11])([CH3:10])[CH2:3][CH:2]([OH:1])[CH2:7][C:6]1([CH3:9])[CH3:8])#[N:14] |f:1.2|. Reported procedure: 62.8 g (0.4 mole) of 4-hydroxy-2,2,6,6-tetramethyl piperidine are dissolved in 250 ml of methylene chloride a solution of 16 g (0.4 mole) of sodium hydroxide in 250 ml of water is introduced and 20.5 ml of cyanogen chloride are added dropwise to the mixture at 0° to 5° C. The mixture is stirred until it reaches room temperature, after which the organic phase is separated off, dried with sodium sulphate, filtered and the methylene chloride distilled off, leaving 31 g (42.5% of the theoretical) of... Starting materials: OCCOCc1ccccc1, C1CCOC1, CCOC(=O)N=NC(=O)OCC, CCOc1cc(O)cc2c1C(=O)N(CSc1ccccc1)S2(=O)=O, c1ccc(P(c2ccccc2)c2ccccc2)cc1. Yields the product CCOc1cc(OCCOCc2ccccc2)cc2c1C(=O)N(CSc1ccccc1)S2(=O)=O. RXN SMILES: [CH2:44]([c:45]1[cH:46][cH:47][cH:48][cH:49][cH:50]1)[O:51][CH2:52][CH2:53][OH:54].[CH2:67]1[O:68][CH2:69][CH2:70][CH2:71]1.[O:55]=[C:56]([O:57][CH2:58][CH3:59])[N:60]=[N:61][C:62]([O:63][CH2:64][CH3:65])=[O:66].[c:1]1([S:7][CH2:8][N:9]2[S:10](=[O:11])(=[O:12])[c:13]3[cH:14][c:15]([OH:24])[cH:16][c:17]([O:21][CH2:22][CH3:23])[c:18]3[C:19]2=[O:20])[cH:2][cH:3][cH:4][cH:5][cH:6]1.[c:25]1([P:26]([c:27]2[cH:28][cH:29][cH:30][cH:31][cH:32]2)[c:33]2[cH:34][cH:35][cH:36][cH:37][cH:38]2)[cH:39][cH:40][cH:41][cH:42][cH:43]1>>[c:1]1([S:7][CH2:8][N:9]2[S:10](=[O:11])(=[O:12])[c:13]3[cH:14][c:15]([O:24][CH2:53][CH2:52][O:51][CH2:44][c:45]4[cH:46][cH:47][cH:48][cH:49][cH:50]4)[cH:16][c:17]([O:21][CH2:22][CH3:23])[c:18]3[C:19]2=[O:20])[cH:2][cH:3][cH:4][cH:5][cH:6]1.